This data is from the Open Reaction Database (ORD), a public repository of structured organic reaction records. The task is: describe an organic reaction: reactants, conditions, products, and yield Starting materials: O1C2C1C(CC1CC[C@H]3[C@@H]4CC[C@H](C(=CC=CC(C)(C)F)C)[C@]4(CC[C@@H]3[C@@]21C)C)=O (1,2-Epoxy-25-fluorocholestadien-3-one), 3A, O1CCCC1 (tetrahydrofuran), [H-].[Al+3].[Li+].[H-].[H-].[H-] (lithium aluminum hydride). Run in C(C)(=O)OCC (ethyl acetate). Yields the product FC(C)(C)CCC[C@@H](C)[C@H]1CC[C@H]2[C@@H]3C=CC4=C[C@H](C[C@@H]([C@]4(C)[C@H]3CC[C@]12C)O)O (25-fluoro-4,6-cholestadiene-1α,3β-diol). RXN SMILES: [O:1]1[CH:3]2[C:4](=[O:30])[CH2:5][CH:6]3[C@:27]([CH3:28])([CH:2]12)[C@@H:26]1[C@H:9]([C@H:10]2[C@:23]([CH3:29])([CH2:24][CH2:25]1)[C@@H:13]([C:14]([CH3:22])=[CH:15][CH:16]=[CH:17][C:18]([F:21])([CH3:20])[CH3:19])[CH2:12][CH2:11]2)[CH2:8][CH2:7]3.O1CCCC1.[H-].[Al+3].[Li+].[H-].[H-].[H-]>C(OCC)(=O)C>[F:21][C:18]([CH2:17][CH2:16][CH2:15][C@H:14]([C@@H:13]1[C@:23]2([CH3:29])[C@H:10]([C@H:9]3[C@H:26]([CH2:25][CH2:24]2)[C@:27]2([CH3:28])[C:6](=[CH:5][C@@H:4]([OH:30])[CH2:3][C@@H:2]2[OH:1])[CH:7]=[CH:8]3)[CH2:11][CH2:12]1)[CH3:22])([CH3:19])[CH3:20] |f:2.3.4.5.6.7|. Reported procedure: 1,2-Epoxy-25-fluorocholestadien-3-one (0.01 mole) prepared according to 3A above is dissolved in 100 ml. of dry tetrahydrofuran under a nitrogen blanket at 0° C. and fresh lithium aluminum hydride (0.005 mole) is slowly added over 10 minutes with stirring. The mixture is stirred for 1.0 hour and 1.0 ml. of ethyl acetate is added to destroy the excess lithium aluminum hydride. Concentrated aqueous ammonium chloride (20 ml.) is added to the reaction mixture and the mixture is stirred for 5 minutes... Starting materials: O=C([O-])[O-], C#CC(C)CCCOS(C)(=O)=O, CS(C)=O, Cl, N#CCS(=O)(=O)CCC(F)(F)F, [K+], [K+]. The product is C#CC(C)CCCC(C#N)S(=O)(=O)CCC(F)(F)F. As a reaction SMILES: [C:25](=[O:26])([O-:27])[O-:28].[CH3:1][S:2]([O:3][CH2:6][CH2:7][CH2:8][CH:9]([C:10]#[CH:11])[CH3:12])(=[O:4])=[O:5].[CH3:32][S:33](=[O:34])[CH3:35].[ClH:31].[F:13][C:14]([CH2:15][CH2:16][S:17](=[O:18])(=[O:19])[CH2:20][C:21]#[N:22])([F:23])[F:24].[K+:29].[K+:30]>>[CH2:6]([CH2:7][CH2:8][CH:9]([C:10]#[CH:11])[CH3:12])[CH:20]([S:17]([CH2:16][CH2:15][C:14]([F:13])([F:23])[F:24])(=[O:18])=[O:19])[C:21]#[N:22]. Procedure details: Tetrabutyl ammonium fluoride (1.0 M THF solution: 3.9 ml) was added to a DMF (5 ml) solution of 5-bromo-3-methoxy-2-nitropyridine (CAS No. 152684-26-9) (450 mg), and the obtained mixture was stirred at 70° C. for 72 hours. The reaction solution was cooled to room temperature. Water was added to the reaction solution, and the mixture was extracted with ethyl acetate. The organic layer was dried over sodium sulfate and then filtered. The filtrate was concentrated under reduced pressure, and the re... Solvent: O (Water). Reactants: [F-].C(CCC)[N+](CCCC)(CCCC)CCCC (Tetrabutyl ammonium fluoride), CN(C)C=O (DMF), BrC=1C=C(C(=NC1)[N+](=O)[O-])OC (5-bromo-3-methoxy-2-nitropyridine). RXN SMILES: [F-:1].C([N+](CCCC)(CCCC)CCCC)CCC.CN(C=O)C.[Br:24][C:25]1[CH:26]=[C:27]([O:34][CH3:35])[C:28]([N+]([O-])=O)=[N:29][CH:30]=1>O>[Br:24][C:25]1[CH:30]=[N:29][C:28]([F:1])=[C:27]([O:34][CH3:35])[CH:26]=1 |f:0.1|. The product is BrC=1C=NC(=C(C1)OC)F (3-bromo-6-fluoro-5-methoxypyridine). Conditions: temperature 70 celsius, time 72 hour. The reactants are BrC=1C=NN2C1N=CC=C2C=2C=NC=CC2 (3-bromo-7-(3-pyridyl)pyrazolo[1,5-a]pyrimidine), OO (hydrogen peroxide). The solvent is C(C)(=O)O (acetic acid). The product is [N+]1(=CC=CC=C1)[O-].BrC=1C=NN2C1N=CC=C2C=2C=NC=CC2 (3-Bromo-7-(3-pyridyl)pyrazolo-[1,5-a]pyrimidine pyridine-1-oxide). As a reaction SMILES: [Br:1][C:2]1[CH:3]=[N:4][N:5]2[C:10]([C:11]3[CH:12]=[N:13][CH:14]=[CH:15][CH:16]=3)=[CH:9][CH:8]=[N:7][C:6]=12.[OH:17]O>C(O)(=O)C>[N+:13]1([O-:17])[CH:14]=[CH:15][CH:16]=[CH:11][CH:12]=1.[Br:1][C:2]1[CH:3]=[N:4][N:5]2[C:10]([C:11]3[CH:12]=[N:13][CH:14]=[CH:15][CH:16]=3)=[CH:9][CH:8]=[N:7][C:6]=12 |f:3.4|. Reported procedure: A mixture of 0.90 g. of 3-bromo-7-(3-pyridyl)pyrazolo[1,5-a]pyrimidine, 25 ml. of glacial acetic acid and 5 ml. of 30% hydrogen peroxide is heated on a steam bath for 4 hours. The mixture is filtered and the solid recrystallized from ethanol to give 0.40 g. of the product of the example, m.p. 280°-284° C. The reactants are BrC=1C=CC(=C(CO)C1)O (5-bromo-2-hydroxybenzyl alcohol), CC(=O)C (acetone), C(C)OCC (Diethyl ether), [OH-].[Na+] (sodium hydroxide). Reagents/catalysts: [Cl-].[Zn+2].[Cl-] (zinc chloride). Run in COC(C)(C)OC (2,2-dimethoxypropane). Conditions: time 18 hour. Yields the product BrC=1C=CC2=C(COC(O2)(C)C)C1 (6-Bromo-2,2-dimethyl-4H-benzo[1,3]dioxine). Reaction SMILES: [Br:1][C:2]1[CH:3]=[CH:4][C:5]([OH:10])=[C:6]([CH:9]=1)[CH2:7][OH:8].[CH3:11][C:12]([CH3:14])=O.[OH-].[Na+].C(OCC)C>COC(OC)(C)C.[Cl-].[Zn+2].[Cl-]>[Br:1][C:2]1[CH:3]=[CH:4][C:5]2[O:10][C:12]([CH3:14])([CH3:11])[O:8][CH2:7][C:6]=2[CH:9]=1 |f:2.3,6.7.8|. Procedure details: To 5-bromo-2-hydroxybenzyl alcohol (93 g, 0.46 mol, available from Sigma-Aldrich) in 2.0 L of 2,2-dimethoxypropane was added 700 mL of acetone, followed by zinc chloride (170 g). After stirring for 18 hours, 1.0 M aqueous sodium hydroxide was added until the aqueous phase was basic. Diethyl ether (1.5 L) was added to the slurry and the organic phase was decanted into a separatory funnel. The organic phase was washed with brine, dried over Na2SO4, filtered and concentrated under reduced pressure ... The reactants are [OH-].[NH4+] (ammonium hydroxide), C(=O)(N1C=NC=C1)N1C=NC=C1 (carbonyldiimidazole), C1(C=2C(C(N1C(C(=O)O)C1=CC=CC=C1)=O)=CC=CC2)=O (α-phthalimidophenylacetic acid). The reagents and catalysts are CN(C1=CC=NC=C1)C (4-dimethylaminopyridine). Run in O1CCCC1 (tetrahydrofuran), O (water). Conditions: temperature 50 celsius, time 1 hour. The product is C1(C=2C(C(N1C(C(=O)N)C1=CC=CC=C1)=O)=CC=CC2)=O (α-phthalimidophenylacetamide). The yield is 76.3%. Reaction SMILES: [C:1]1(=[O:21])[N:5]([CH:6]([C:10]2[CH:15]=[CH:14][CH:13]=[CH:12][CH:11]=2)[C:7](O)=[O:8])[C:4](=[O:16])[C:3]2=[CH:17][CH:18]=[CH:19][CH:20]=[C:2]12.C(N1C=CN=C1)([N:24]1C=CN=C1)=O.[OH-].[NH4+]>O1CCCC1.CN(C)C1C=CN=CC=1.O>[C:1]1(=[O:21])[N:5]([CH:6]([C:10]2[CH:15]=[CH:14][CH:13]=[CH:12][CH:11]=2)[C:7]([NH2:24])=[O:8])[C:4](=[O:16])[C:3]2=[CH:17][CH:18]=[CH:19][CH:20]=[C:2]12 |f:2.3|. Procedure details: To a stirred mixture of α-phthalimidophenylacetic acid (2.50 g, 8.89 mmoL) in tetrahydrofuran (50 mL) is added carbonyldiimidazole (1.50 g, 9.25 mmoL) and a few crystals of 4-dimethylaminopyridine. The reaction is then heated to 50° C. for 45 minutes. After the reaction mixture cools to room temperature, 1 mL of concentrated ammonium hydroxide is added via syringe. The reaction is stirred for 1 hour, then diluted with 50 mL of water and partially concentrated to remove the majority of the tetrah...